This data is from the Open Reaction Database (ORD), a public repository of structured organic reaction records. The task is: describe an organic reaction: reactants, conditions, products, and yield The reactants are CC1=C(C=CC(=C1)C)N=C=O (2,4-dimethylphenylisocyanate), C(CCC)NCCCC (di(n-butyl)amine). Solvent: CCCCCC (hexane), CCCCCC (hexane). The product is C(CCC)N(C(=O)NC1=C(C=C(C=C1)C)C)CCCC (1,1-di-(n-butyl)-3-(2,4-dimethylphenyl)urea). As a reaction SMILES: [CH3:1][C:2]1[CH:7]=[C:6]([CH3:8])[CH:5]=[CH:4][C:3]=1[N:9]=[C:10]=[O:11].[CH2:12]([NH:16][CH2:17][CH2:18][CH2:19][CH3:20])[CH2:13][CH2:14][CH3:15]>CCCCCC>[CH2:12]([N:16]([CH2:17][CH2:18][CH2:19][CH3:20])[C:10]([NH:9][C:3]1[CH:4]=[CH:5][C:6]([CH3:8])=[CH:7][C:2]=1[CH3:1])=[O:11])[CH2:13][CH2:14][CH3:15]. Reported procedure: A solution of 4.89 g. of 2,4-dimethylphenylisocyanate in 100 ml. of hexane is added to a solution of 3.48 g. of di(n-butyl)amine in 150 ml. of hexane and the solution is stirred at room temperature for 2 hours and then evaporated. The residual solid is recrystallized from pentane to yield 1,1-di-(n-butyl)-3-(2,4-dimethylphenyl)urea, m.p. 48°-50° C. The reactants are C[O-], CO, CS(=O)(=O)N(c1cc(-c2ncc(C(F)(F)F)cc2Cl)ccc1Cl)S(C)(=O)=O, [Na+]. Yields the product CS(=O)(=O)Nc1cc(-c2ncc(C(F)(F)F)cc2Cl)ccc1Cl. RXN SMILES: [CH3:28][O-:29].[CH3:31][OH:32].[Cl:1][c:2]1[c:3](-[c:12]2[cH:13][c:14]([N:19]([S:20](=[O:21])(=[O:22])[CH3:23])[S:24]([CH3:25])(=[O:26])=[O:27])[c:15]([Cl:18])[cH:16][cH:17]2)[n:4][cH:5][c:6]([C:8]([F:9])([F:10])[F:11])[cH:7]1.[Na+:30]>>[Cl:1][c:2]1[c:3](-[c:12]2[cH:13][c:14]([NH:19][S:20](=[O:21])(=[O:22])[CH3:23])[c:15]([Cl:18])[cH:16][cH:17]2)[n:4][cH:5][c:6]([C:8]([F:9])([F:10])[F:11])[cH:7]1. Starting materials: C(C1=CC=CC=C1)(=O)OCC1=C(C=CC(=C1)N1C(C(OC2=C1C=CC(=C2)NS(=O)(=O)C)(C)C)=O)Cl (2-chloro-5-{2,2-dimethyl-7-[(methylsulfonyl)amino]-3-oxo -2,3-dihydro-4H-1,4-benzoxazin-4-yl}benzyl benzoate), compound, CO (methanol), [OH-].[Na+] (sodium hydroxide), [Cl-].[NH4+] (ammonium chloride). Run in O1CCCC1 (tetrahydrofuran). Conditions: time 8 hour. The product is ClC1=C(C=C(C=C1)N1C(C(OC2=C1C=CC(=C2)NS(=O)(=O)C)(C)C)=O)CO (N-{4-[4-chloro-3-(hydroxymethyl)phenyl]-2,2-dimethyl-3-oxo-3,4-dihydro-2H-1,4-benzoxazin-7-yl]methanesulfonamide). Yield: 61.1%. As a reaction SMILES: C([O:9][CH2:10][C:11]1[CH:16]=[C:15]([N:17]2[C:22]3[CH:23]=[CH:24][C:25]([NH:27][S:28]([CH3:31])(=[O:30])=[O:29])=[CH:26][C:21]=3[O:20][C:19]([CH3:33])([CH3:32])[C:18]2=[O:34])[CH:14]=[CH:13][C:12]=1[Cl:35])(=O)C1C=CC=CC=1.CO.[OH-].[Na+].[Cl-].[NH4+]>O1CCCC1>[Cl:35][C:12]1[CH:13]=[CH:14][C:15]([N:17]2[C:22]3[CH:23]=[CH:24][C:25]([NH:27][S:28]([CH3:31])(=[O:30])=[O:29])=[CH:26][C:21]=3[O:20][C:19]([CH3:33])([CH3:32])[C:18]2=[O:34])=[CH:16][C:11]=1[CH2:10][OH:9] |f:2.3,4.5|. Procedure: To a solution of 2-chloro-5-{2,2-dimethyl-7-[(methylsulfonyl)amino]-3-oxo -2,3-dihydro-4H-1,4-benzoxazin-4-yl}benzyl benzoate (compound obtained in Example 141; 80 mg) in tetrahydrofuran (3 mL)-methanol (3 mL) was added an aqueous 2N sodium hydroxide solution (0.39 mL) under ice-cooling, and the mixture was stirred at the same temperature for 8 hours. The reaction mixture was acidified with an aqueous saturated ammonium chloride solution, and the mixture was extracted with ethyl acetate. The org... The reactants are BrB(Br)Br, ClCCl, COc1ccc(-n2cccn2)cc1. The product is Oc1ccc(-n2cccn2)cc1. Reaction SMILES: [B:14]([Br:15])([Br:16])[Br:17].[CH2:18]([Cl:19])[Cl:20].[CH3:1][O:2][c:3]1[cH:4][cH:5][c:6](-[n:9]2[n:10][cH:11][cH:12][cH:13]2)[cH:7][cH:8]1>>[OH:2][c:3]1[cH:4][cH:5][c:6](-[n:9]2[n:10][cH:11][cH:12][cH:13]2)[cH:7][cH:8]1. Reactants: [I-].[Na+] (sodium iodide), ClCCCCCCCCCCC=1C=NC=CC1 (3-(10-chlorodecyl)pyridine), compound, C1(=CC=CC=C1)C(=CC1CCNCC1)C1=CC=CC=C1 (4-(2,2-diphenylethenyl)piperidine), C([O-])([O-])=O.[Na+].[Na+] (sodium carbonate). Solvent: CN(C=O)C (dimethylformamide). Yields the product C1(=CC=CC=C1)C(=CC1CCN(CC1)CCCCCCCCCCC1CNCCC1)C1=CC=CC=C1 (3-[10-[4-(2,2-Diphenylethenyl)-1-piperidinyl]decyl]piperidine), product. Isolated yield 86.0%. As a reaction SMILES: [C:1]1([C:7]([C:15]2[CH:20]=[CH:19][CH:18]=[CH:17][CH:16]=2)=[CH:8][CH:9]2[CH2:14][CH2:13][NH:12][CH2:11][CH2:10]2)[CH:6]=[CH:5][CH:4]=[CH:3][CH:2]=1.Cl[CH2:22][CH2:23][CH2:24][CH2:25][CH2:26][CH2:27][CH2:28][CH2:29][CH2:30][CH2:31][C:32]1[CH:33]=[N:34][CH:35]=[CH:36][CH:37]=1.[I-].[Na+].C(=O)([O-])[O-].[Na+].[Na+]>CN(C)C=O>[C:1]1([C:7]([C:15]2[CH:20]=[CH:19][CH:18]=[CH:17][CH:16]=2)=[CH:8][CH:9]2[CH2:10][CH2:11][N:12]([CH2:22][CH2:23][CH2:24][CH2:25][CH2:26][CH2:27][CH2:28][CH2:29][CH2:30][CH2:31][CH:32]3[CH2:37][CH2:36][CH2:35][NH:34][CH2:33]3)[CH2:13][CH2:14]2)[CH:2]=[CH:3][CH:4]=[CH:5][CH:6]=1 |f:2.3,4.5.6|. Reported procedure: The title compound was prepared in a manner similar to that employed for the compound of Example 23 starting with 6.59 g of 4-(2,2-diphenylethenyl)piperidine, 6.4 g of 3-(10-chlorodecyl)pyridine, 3.75 g of sodium iodide, 2.65 g of anhydrous sodium carbonate, and 40 mL of dimethylformamide. The mixture was heated at 75° for 18 hours and the solvent was evaporated. The residue was partitioned between 1N sodium hydroxide and ethyl acetate and the organic layer was removed, dried over sodium sulfate... Starting materials: O=C1NOC(=C1)[C@@H]1C[C@@H](N(CC1)C(=O)OC)CC1=CC(=C(C(=C1)F)F)F ((2R,4S)-Methyl 4-(3-oxo-2,3-dihydroisoxazol-5-yl)-2-(3,4,5-trifluorobenzyl)piperidine-1-carboxylate), Br (hydrogen bromide). Conditions: time 20 hour. Yields the product FC=1C=C(C[C@@H]2NCC[C@@H](C2)C2=CC(NO2)=O)C=C(C1F)F (5-((2R,4S)-2-(3,4,5-trifluorobenzyl)piperidin-4-yl)isoxazol-3(2H)-one). Isolated yield 65.9%. Reaction SMILES: [O:1]=[C:2]1[CH:6]=[C:5]([C@H:7]2[CH2:12][CH2:11][N:10](C(OC)=O)[C@@H:9]([CH2:17][C:18]3[CH:23]=[C:22]([F:24])[C:21]([F:25])=[C:20]([F:26])[CH:19]=3)[CH2:8]2)[O:4][NH:3]1.Br>>[F:26][C:20]1[CH:19]=[C:18]([CH:23]=[C:22]([F:24])[C:21]=1[F:25])[CH2:17][C@H:9]1[CH2:8][C@@H:7]([C:5]2[O:4][NH:3][C:2](=[O:1])[CH:6]=2)[CH2:12][CH2:11][NH:10]1. Reported procedure: (2R,4S)-Methyl 4-(3-oxo-2,3-dihydroisoxazol-5-yl)-2-(3,4,5-trifluorobenzyl)piperidine-1-carboxylate (584 mg, 1.58 mmol) was dissolved in hydrogen bromide (33% in AcOH, 7 mL, 302.80 mmol) and stirred at room temperature for 20 h. The solvent was evaporated and the residue purified by preparative HPLC (Instrument: FractionLynx II, Mobilphase: gradient 5-95% MeCN in 0.2% NH3, pH 10, Column: Xbridge Prep C18 5 μm OBD 19*150 mm) to yield 5-((2R,4S)-2-(3,4,5-trifluorobenzyl)piperidin-4-yl)isoxazol-3(2... Reactants: O (water), [Si](C)(C)(C(C)(C)C)OC[C@@H]1N(CC=C1C=1N=C(SC1)SC1=C(N2C([C@@H]([C@H]2[C@H]1C)[C@@H](C)O[Si](C)(C)C)=O)C(=O)OCC=C)C (allyl (4R,5S,6S)-3-({4-[(2R)-2-({[tert-butyl(dimethyl)silyl]oxy}methyl)-1-methyl-2,5-dihydro-1H-pyrrol-3-yl]-1,3-thiazol-2-yl}sulfanyl)-4-methyl-7-oxo-6-{(1R)-1-[(trimethylsilyl)oxy]ethyl}-1-azabicyclo[3.2.0]hept-2-ene-2-carboxylate), C(C)(=O)O (acetic acid), [F-].C(CCC)[N+](CCCC)(CCCC)CCCC (tetrabutylammonium fluoride). Solvent: C1CCOC1 (THF), C1CCOC1 (THF). Run at time 1 hour. The product is O[C@H](C)[C@@H]1[C@H]2[C@H](C(=C(N2C1=O)C(=O)O)SC=1SC=C(N1)C=1[C@@H](N(CC1)C)CO)C ((4R,5S,6S)-6-[(1R)-1-hydroxyethyl]-3-({4-[(2R)-2-hydroxymethyl-1-methyl-2,5-dihydro-1H-pyrrol-3-yl]-1,3-thiazol-2-yl}sulfanyl)-4-methyl-7-oxo-1-azabicyclo[3.2.0]hept-2-ene-2-carboxylic acid). As a reaction SMILES: [Si]([O:8][CH2:9][C@H:10]1[C:14]([C:15]2[N:16]=[C:17]([S:20][C:21]3[C@H:27]([CH3:28])[C@H:26]4[N:23]([C:24](=[O:36])[C@@H:25]4[C@H:29]([O:31][Si](C)(C)C)[CH3:30])[C:22]=3[C:37]([O:39]CC=C)=[O:38])[S:18][CH:19]=2)=[CH:13][CH2:12][N:11]1[CH3:43])(C(C)(C)C)(C)C.C(O)(=O)C.[F-].C([N+](CCCC)(CCCC)CCCC)CCC.O>C1COCC1>[OH:31][C@@H:29]([C@H:25]1[C:24](=[O:36])[N:23]2[C@@H:26]1[C@@H:27]([CH3:28])[C:21]([S:20][C:17]1[S:18][CH:19]=[C:15]([C:14]3[C@H:10]([CH2:9][OH:8])[N:11]([CH3:43])[CH2:12][CH:13]=3)[N:16]=1)=[C:22]2[C:37]([OH:39])=[O:38])[CH3:30] |f:2.3|. Procedure details: A solution of allyl (4R,5S,6S)-3-({4-[(2R)-2-({[tert-butyl(dimethyl)silyl]oxy}methyl)-1-methyl-2,5-dihydro-1H-pyrrol-3-yl]-1,3-thiazol-2-yl}sulfanyl)-4-methyl-7-oxo-6-{(1R)-1-[(trimethylsilyl)oxy]ethyl}-1-azabicyclo[3.2.0]hept-2-ene-2-carboxylate(106 mg, 0.16 mmol) in THF (2.7 ml) was cooled at 0° C. and to the solution were added acetic acid (0.073 ml, 1.28 mmol) and tetrabutylammonium fluoride in THF (1M, 0.64 ml, 0.64 mmol). The solution was stirred at the same temperature for 1 hour and then... Conditions: temperature 80 celsius. Yield: 95.0%. Reaction SMILES: [O:1]1[C:5]2([CH2:10][CH2:9][NH:8][CH2:7][CH2:6]2)[O:4][CH2:3][CH2:2]1.[Br:11][C:12]1[CH:13]=[C:14]([CH:17]=[CH:18][C:19]=1F)[CH:15]=[O:16].C(=O)([O-])[O-].[K+].[K+]>CN1CCCN(C)C1=O.C(#N)C>[Br:11][C:12]1[CH:13]=[C:14]([CH:17]=[CH:18][C:19]=1[N:8]1[CH2:9][CH2:10][C:5]2([O:4][CH2:3][CH2:2][O:1]2)[CH2:6][CH2:7]1)[CH:15]=[O:16] |f:2.3.4|. Procedure details: A mixture of 1,4-dioxa-8-azaspiro[4.5]decane (6.87 g, 48 mmol), 3-bromo-4-fluorobenzaldehyde (8.12 g, 40 mmol), and potassium carbonate (6.63 g, 48 mmol) in 1,3-dimethyl-3,4,5,6-tetrahydro-2(1H)-pyrimidinone (12 mL) and acetonitrile (8 mL) was heated at 80° C. under N2 atmosphere for one day. Reaction mixture was cooled down to room temperature and poured onto water (150 mL). The mixture was extracted with methylene chloride. The organic layer was dried (MgSO4) and concentrated to give the title... Run in CN1C(N(CCC1)C)=O (1,3-dimethyl-3,4,5,6-tetrahydro-2(1H)-pyrimidinone), C(C)#N (acetonitrile). Starting materials: O1CCOC12CCNCC2 (1,4-dioxa-8-azaspiro[4.5]decane), BrC=1C=C(C=O)C=CC1F (3-bromo-4-fluorobenzaldehyde), C([O-])([O-])=O.[K+].[K+] (potassium carbonate). The product is BrC=1C=C(C=O)C=CC1N1CCC2(OCCO2)CC1 (3-Bromo-4-(1,4-dioxa-8-aza-spiro[4.5]dec-8-yl)-benzaldehyde).